This data is from the Open Reaction Database (ORD), a public repository of structured organic reaction records. The task is: describe an organic reaction: reactants, conditions, products, and yield The reactants are C(=O)C1=CC=C(C=C)C=C1 (4-Formylstyrene), resultant mixture, [BH4-].[Na+] (Sodium borohydride), C(=O)C1=CC=C(C=C)C=C1 (4-Formylstyrene), C(C)OC(CNCCCCCCN)OCC (N1-(2,2-diethoxyethyl)hexane-1,6-diamine). The solvent is O (Water), C(C)O (ethanol), C(C)O (ethanol), C(Cl)Cl (CH2Cl2). Run at time 8 hour. The product is C(=C)C1=CC=C(CNCCCCCCNCC(OCC)OCC)C=C1 (N1-(4-vinylbenzyl)-N6-(2,2-diethoxyethyl)hexane-1,6-diamine). RXN SMILES: [CH:1]([C:3]1[CH:10]=[CH:9][C:6]([CH:7]=[CH2:8])=[CH:5][CH:4]=1)=O.[CH2:11]([O:13][CH:14]([O:24][CH2:25][CH3:26])[CH2:15][NH:16][CH2:17][CH2:18][CH2:19][CH2:20][CH2:21][CH2:22][NH2:23])[CH3:12].[BH4-].[Na+]>C(Cl)Cl.C(O)C.O>[CH:7]([C:6]1[CH:9]=[CH:10][C:3]([CH2:1][NH:23][CH2:22][CH2:21][CH2:20][CH2:19][CH2:18][CH2:17][NH:16][CH2:15][CH:14]([O:13][CH2:11][CH3:12])[O:24][CH2:25][CH3:26])=[CH:4][CH:5]=1)=[CH2:8] |f:2.3|. Procedure details: 4-Formylstyrene, 1c (2.98 g, 22.5 mmol) and 2c (5.00 g, 21.5 mmol) were weighed into a 250 mL 3-neck RB flask and ethanol (90 mL) added forming a colourless solution. The flask was then attached to two B19 stoppers (side-arms) and a B24 double-layer coil condenser (centre-socket) and this in turn connected to a nitrogen-vacuum manifold. The apparatus was flushed with nitrogen and the reaction mixture stirred overnight at room temperature. Next day 3-(diethylenetriamino)propyl-functionalised sili... Reactants: FC=1C=2C=C3N(C2C=CC1)COC1=C3N=C(C=C1)C=1C(=CC3=C(C(=C(O3)C3=CC=C(C=C3)F)C(=O)N)C1)N(S(=O)(=O)C)C (5-(11-fluoro-6H-pyrido[2′,3′:5,6][1,3]oxazino[3,4-a]indol-2-yl)-2-(4-fluorophenyl)-6-(N-methylmethylsulfonamido)benzofuran-3-carboxamide). Solvent: CC(=O)N(C)C.CC(=O)N(C)C (DMA DMA). Product: CN(\C(\C)=N/C(=O)C1=C(OC2=C1C=C(C(=C2)N(S(=O)(=O)C)C)C=2C=CC1=C(C=3N(C=4C=CC=C(C4C3)F)CO1)N2)C2=CC=C(C=C2)F)C ((Z)—N-(1-(dimethylamino)ethylidene)-5-(11-fluoro-6H-pyrido[2′,3′:5,6][1,3]oxazino[3,4-a]indol-2-yl)-2-(4-fluorophenyl)-6-(N-methylmethylsulfonamido)benzofuran-3-carboxamide). RXN SMILES: [F:1][C:2]1[C:3]2[CH:4]=[C:5]3[C:14]4[N:15]=[C:16]([C:19]5[C:20]([N:38]([CH3:43])[S:39]([CH3:42])(=[O:41])=[O:40])=[CH:21][C:22]6[O:26][C:25]([C:27]7[CH:32]=[CH:31][C:30]([F:33])=[CH:29][CH:28]=7)=[C:24]([C:34]([NH2:36])=[O:35])[C:23]=6[CH:37]=5)[CH:17]=[CH:18][C:13]=4[O:12][CH2:11][N:6]3[C:7]=2[CH:8]=[CH:9][CH:10]=1>CC(N(C)C)=O.CC(N(C)C)=O>[CH3:7][N:6]([CH3:11])/[C:5](=[N:36]\[C:34]([C:24]1[C:23]2[CH:37]=[C:19]([C:16]3[CH:17]=[CH:18][C:13]4[O:12][CH2:11][N:6]5[C:7]6[CH:8]=[CH:9][CH:10]=[C:2]([F:1])[C:3]=6[CH:4]=[C:5]5[C:14]=4[N:15]=3)[C:20]([N:38]([CH3:43])[S:39]([CH3:42])(=[O:41])=[O:40])=[CH:21][C:22]=2[O:26][C:25]=1[C:27]1[CH:28]=[CH:29][C:30]([F:33])=[CH:31][CH:32]=1)=[O:35])/[CH3:4] |f:1.2|. Procedure: To a solution of 5-(11-fluoro-6H-pyrido[2′,3′:5,6][1,3]oxazino[3,4-a]indol-2-yl)-2-(4-fluorophenyl)-6-(N-methylmethylsulfonamido)benzofuran-3-carboxamide (100 mg, 0.17 mmol) in DMA-DMA (2 mL) was stirred at 120° C. for 2 hour. The reaction mixture was concentrated in vacuo and the resulting residue was used to the next step without further purification. Reactants: FC1=C(C(N)=NO)C=CC(=C1)F (2,4-difluoro-N′-hydroxybenzimidamide), N1=CC=CC=C1 (pyridine), ClC(C(=O)OCC)=O (ethyl chlorooxoacetate). Run in C(Cl)Cl (CH2Cl2). Yields the product FC1=C(C=CC(=C1)F)C1=NOC(=N1)C(=O)OCC (ethyl 3-(2,4-difluorophenyl)-1,2,4-oxadiazole-5-carboxylate). The yield is 77.3%. RXN SMILES: [F:1][C:2]1[CH:11]=[C:10]([F:12])[CH:9]=[CH:8][C:3]=1[C:4](=[N:6][OH:7])[NH2:5].N1C=CC=CC=1.Cl[C:20](=O)[C:21]([O:23][CH2:24][CH3:25])=[O:22]>C(Cl)Cl>[F:1][C:2]1[CH:11]=[C:10]([F:12])[CH:9]=[CH:8][C:3]=1[C:4]1[N:5]=[C:20]([C:21]([O:23][CH2:24][CH3:25])=[O:22])[O:7][N:6]=1. Reported procedure: To a solution of 2,4-difluoro-N′-hydroxybenzimidamide 5.2 (3.52 g, 33% purity, max. 7.2 mmol) and pyridine (2.32 mL, 28.7 mmol) in anhydrous CH2Cl2 under N2 was added ethyl chlorooxoacetate (1.27 g, 9.32 mmol) dropwise over 5 min at RT. The mixture was stirred under reflux. After 1 h30, the rxn mixt. was concentrated and purified on silica gel using CH2Cl2, furnishing 1.414 g of title product 5a as colorless oil. Yield: 1.414 g (78%). LCMS: P=94%, rt=4.21 nm, m/z=255, 277 (M+Na). The solvent is C(Cl)Cl (methylene chloride). The reactants are C(CCC)C1=NC2=C(N1CC1=CC=C(C=C1)C=1C(=CC=CC1)C(=O)OC(C)(C)C)C=C(C=C2)N(CCCC2CCCCC2)C(=O)NC (tert.butyl 4'-[(2-n-butyl-6-(N-methylaminocarbonyl-N-(3-cyclohexyl-n-propyl)-amino)-benzimidazol-1-yl)-methyl]biphenyl-2-carboxylate), FC(C(=O)O)(F)F (trifluoroacetic acid). Procedure: Prepared in analogous manner to Example 9 from tert.butyl 4'-[(2-n-butyl-6-(N-methylaminocarbonyl-N-(3-cyclohexyl-n-propyl)-amino)-benzimidazol-1-yl)-methyl]biphenyl-2-carboxylate and trifluoroacetic acid in methylene chloride. Product: C(CCC)C1=NC2=C(N1CC1=CC=C(C=C1)C=1C(=CC=CC1)C(=O)O)C=C(C=C2)N(CCCC2CCCCC2)C(=O)NC (4'-[(2-n-Butyl-6-(N-methylaminocarbonyl-N-(3-cyclohexyl-n-propyl)-amino)-benzimidazol-1-yl)-methyl]biphenyl-2-carboxylic acid). Reaction SMILES: [CH2:1]([C:5]1[N:9]([CH2:10][C:11]2[CH:16]=[CH:15][C:14]([C:17]3[C:18]([C:23]([O:25]C(C)(C)C)=[O:24])=[CH:19][CH:20]=[CH:21][CH:22]=3)=[CH:13][CH:12]=2)[C:8]2[CH:30]=[C:31]([N:34]([C:44]([NH:46][CH3:47])=[O:45])[CH2:35][CH2:36][CH2:37][CH:38]3[CH2:43][CH2:42][CH2:41][CH2:40][CH2:39]3)[CH:32]=[CH:33][C:7]=2[N:6]=1)[CH2:2][CH2:3][CH3:4].FC(F)(F)C(O)=O>C(Cl)Cl>[CH2:1]([C:5]1[N:9]([CH2:10][C:11]2[CH:12]=[CH:13][C:14]([C:17]3[C:18]([C:23]([OH:25])=[O:24])=[CH:19][CH:20]=[CH:21][CH:22]=3)=[CH:15][CH:16]=2)[C:8]2[CH:30]=[C:31]([N:34]([C:44]([NH:46][CH3:47])=[O:45])[CH2:35][CH2:36][CH2:37][CH:38]3[CH2:39][CH2:40][CH2:41][CH2:42][CH2:43]3)[CH:32]=[CH:33][C:7]=2[N:6]=1)[CH2:2][CH2:3][CH3:4]. Reactants: [Cr](=O)(=O)([O-])Cl.[NH+]1=CC=CC=C1 (Pyridinium chlorochromate), C(#N)C(C(C)C)(C)N1C(C(=CC1=O)NC1=C(C=CC(=C1)Cl)CO)=O (N-(1-cyano-1,2-dimethylpropyl)-2-(5-chloro-2-hydroxymethylanilino)maleimide). Solvent: CCOCC (ether), C(Cl)Cl (methylene dichloride), C(Cl)Cl (methylene chloride). The product is C(#N)C(C(C)C)(C)N1C(C(=CC1=O)NC1=C(C=CC(=C1)Cl)C=O)=O (N-(1-cyano-1,2-dimethylpropyl)-2-(2-formyl-5-chloroanilino)maleimide). Isolated yield 91.7%. RXN SMILES: [Cr](Cl)([O-])(=O)=O.[NH+]1C=CC=CC=1.[C:12]([C:14]([N:19]1[C:23](=[O:24])[CH:22]=[C:21]([NH:25][C:26]2[CH:31]=[C:30]([Cl:32])[CH:29]=[CH:28][C:27]=2[CH2:33][OH:34])[C:20]1=[O:35])([CH3:18])[CH:15]([CH3:17])[CH3:16])#[N:13]>C(Cl)Cl.CCOCC>[C:12]([C:14]([N:19]1[C:23](=[O:24])[CH:22]=[C:21]([NH:25][C:26]2[CH:31]=[C:30]([Cl:32])[CH:29]=[CH:28][C:27]=2[CH:33]=[O:34])[C:20]1=[O:35])([CH3:18])[CH:15]([CH3:16])[CH3:17])#[N:13] |f:0.1|. Procedure details: Pyridinium chlorochromate (4.4 g, 0.0204 mol) in methylene dichloride (20 ml) is added rapidly to a methylene chloride (20 ml) solution of N-(1-cyano-1,2-dimethylpropyl)-2-(5-chloro-2-hydroxymethylanilino)maleimide (4.75 g, 0.0136 mol). After 2 hours the dark reaction mixture is diluted with ether (20 ml) and a yellow precipitate is formed and is filtered off. This solid is redissolved in ethyl acetate:methylene chloride (1:1) and is passed through a silica gel column to give a yellow solid 4.31... The reactants are CCOC(=O)c1cn2c3c(c(F)c(F)c([N+](=O)[O-])c3c1=O)OC1(CCC1)C2, CN(C)C=O. The product is CCOC(=O)c1cn2c3c(c(F)c(F)c(N)c3c1=O)OC1(CCC1)C2. Reaction SMILES: [F:1][c:2]1[c:3]([F:27])[c:4]2[c:5]3[n:6]([cH:13][c:14]([C:22](=[O:23])[O:24][CH2:25][CH3:26])[c:15](=[O:21])[c:16]3[c:17]1[N+:18]([O-:19])=[O:20])[CH2:7][C:8]1([CH2:9][CH2:10][CH2:11]1)[O:12]2.[O:28]=[CH:29][N:30]([CH3:31])[CH3:32]>>[F:1][c:2]1[c:3]([F:27])[c:4]2[c:5]3[n:6]([cH:13][c:14]([C:22](=[O:23])[O:24][CH2:25][CH3:26])[c:15](=[O:21])[c:16]3[c:17]1[NH2:18])[CH2:7][C:8]1([CH2:9][CH2:10][CH2:11]1)[O:12]2. Reactants: COc1ccc(CCN)cc1C, O=C(O)CCc1ccc(Cl)cc1, O, Cc1ccccc1C. Yields the product COc1ccc(CCNC(=O)CCc2ccc(Cl)cc2)cc1C. Reaction SMILES: [CH3:1][c:2]1[cH:3][c:4]([CH2:10][CH2:11][NH2:12])[cH:5][cH:6][c:7]1[O:8][CH3:9].[Cl:13][c:14]1[cH:15][cH:16][c:17]([CH2:20][CH2:21][C:22](=[O:23])[OH:24])[cH:18][cH:19]1.[OH2:25].[c:26]1([CH3:27])[c:28]([CH3:29])[cH:30][cH:31][cH:32][cH:33]1>>[CH3:1][c:2]1[cH:3][c:4]([CH2:10][CH2:11][NH:12][C:22]([CH2:21][CH2:20][c:17]2[cH:16][cH:15][c:14]([Cl:13])[cH:19][cH:18]2)=[O:23])[cH:5][cH:6][c:7]1[O:8][CH3:9]. Reported procedure: A mixture of 3-(2-amino-3,5-dichlorophenyl)-5-phenyl-1H-1,2,4-triazole (6 g) and ethylcarbamate (50 g) is heated under nitrogen at 195° for 6 hours after which it is cooled to 80°, poured into water (1000 ml) and stirred 16 hours. The product is collected, washed with water, then methanol (300 ml) and air dried. The crude material is recrystallized from 12:1 2-methoxyethanol-water to afford pure 7,9-dichloro-2-phenyl-[1,2,4]triazolo[1,5-c]quinazolin-5(6H)one, mp 309°-311°. Solvent: O (water). Conditions: time 16 hour. Product: ClC1=CC(=CC=2C=3N(C(NC12)=O)N=C(N3)C3=CC=CC=C3)Cl (7,9-dichloro-2-phenyl-[1,2,4]triazolo[1,5-c]quinazolin-5(6H)one). Reactants: NC1=C(C=C(C=C1Cl)Cl)C1=NNC(=N1)C1=CC=CC=C1 (3-(2-amino-3,5-dichlorophenyl)-5-phenyl-1H-1,2,4-triazole), C(C)NC([O-])=O (ethylcarbamate). RXN SMILES: [NH2:1][C:2]1[C:7]([Cl:8])=[CH:6][C:5]([Cl:9])=[CH:4][C:3]=1[C:10]1[N:14]=[C:13]([C:15]2[CH:20]=[CH:19][CH:18]=[CH:17][CH:16]=2)[NH:12][N:11]=1.C(N[C:24](=O)[O-:25])C>O>[Cl:8][C:7]1[C:2]2[NH:1][C:24](=[O:25])[N:11]3[N:12]=[C:13]([C:15]4[CH:20]=[CH:19][CH:18]=[CH:17][CH:16]=4)[N:14]=[C:10]3[C:3]=2[CH:4]=[C:5]([Cl:9])[CH:6]=1. The reactants are NC1=C(C(=O)O)C=CC=N1 (2-aminonicotinic acid), NC1=C(C=CC=C1F)O (2-amino-3-fluoro-phenol). Conditions: temperature 200 celsius, time 16 hour. Yields the product FC1=CC=CC2=C1N=C(O2)C=2C(=NC=CC2)N (3-(4-fluoro-1,3-benzoxazol-2-yl)pyridin-2-amine). Yield: 62.1%. As a reaction SMILES: [NH2:1][C:2]1[N:10]=[CH:9][CH:8]=[CH:7][C:3]=1[C:4]([OH:6])=O.[NH2:11][C:12]1[C:17]([F:18])=[CH:16][CH:15]=[CH:14][C:13]=1O>>[F:18][C:17]1[C:12]2[N:11]=[C:4]([C:3]3[C:2]([NH2:1])=[N:10][CH:9]=[CH:8][CH:7]=3)[O:6][C:13]=2[CH:14]=[CH:15][CH:16]=1. Procedure details: PPA (10 ml) at 50° C. was added to a stirred mixture of 2-aminonicotinic acid (2 g) and 2-amino-3-fluoro-phenol (1.841 g). The resulting suspension was stirred at 200° C. for 16 hours. The mixture was cooled and quenched with ice and water (100 ml) and the pH was adjusted to 12 with an aqueous solution of sodium hydroxide (6N then 2N). The resultant solid was filtered and washed with water. The solid was dried under reduce pressure with phosphorus pentoxide. The solid was adsorbed on silica gel ...